From a dataset of the Open Reaction Database (ORD), a public repository of structured organic reaction records. describe an organic reaction: reactants, conditions, products, and yield Starting materials: C1(CCCC1)C(N)=N (cyclopentanecarboximidamide), C[O-].[Na+] (sodium methoxide). Solvent: C(C)O (ethanol). Reaction conditions: temperature 85 celsius. Yields the product C1(CCCC1)C1=NC(=CC(N1)=O)CC (2-cyclopentyl-6-ethylpyrimidin-4(3H)-one). Isolated yield 122.1%. As a reaction SMILES: [CH:1]1([C:6](=[NH:8])[NH2:7])[CH2:5][CH2:4][CH2:3][CH2:2]1.[CH3:9][O-:10].[Na+]>C(O)C>[CH:1]1([C:6]2[NH:7][C:9](=[O:10])[CH:5]=[C:1]([CH2:2][CH3:3])[N:8]=2)[CH2:5][CH2:4][CH2:3][CH2:2]1 |f:1.2|. Reported procedure: A solution of cyclopentanecarboximidamide (8.5 g, 75.8 mmol) in ethanol (150 mL) was treated with ethyl propionaylacetate (13.7 g, 94.7 mmol), followed by the addition of sodium methoxide (4.9 g, 90.9 mmol). The mixture was then heated to 85° C. overnight. After this time, the mixture was cooled and concentrated to a volume of approximately 50 mL. Then, 2M HCl in EtOH (68 mL) was added slowly. The resulting precipitate was filtered, washed with water and ether, and the residue was dried on a hig... Starting materials: N[C@H](CO)CCN1CC(C1)OC1=CC=C(C=C1)Cl ((S)-2-amino-4-[3-(4-chloro-phenoxy)-azetidin-1-yl]-butan-1-ol), C1(=CC=CC=C1)OC(NC=1N(N=C(C1)C1CC1)C)=O ((5-Cyclopropyl-2-methyl-2H-pyrazol-3-yl)-carbamic acid phenyl ester). The solvent is CS(=O)C (DMSO). Product: ClC1=CC=C(OC2CN(C2)CC[C@@H](CO)NC(=O)NC=2N(N=C(C2)C2CC2)C)C=C1 (1-{(S)-3-[3-(4-Chloro-phenoxy)-azetidin-1-yl]-1-hydroxymethyl-propyl}-3-(5-cyclopropyl-2-methyl-2H-pyrazol-3-yl)-urea). Reaction SMILES: [NH2:1][C@@H:2]([CH2:5][CH2:6][N:7]1[CH2:10][CH:9]([O:11][C:12]2[CH:17]=[CH:16][C:15]([Cl:18])=[CH:14][CH:13]=2)[CH2:8]1)[CH2:3][OH:4].C1([O:25][C:26](=O)[NH:27][C:28]2[N:29]([CH3:36])[N:30]=[C:31]([CH:33]3[CH2:35][CH2:34]3)[CH:32]=2)C=CC=CC=1>CS(C)=O>[Cl:18][C:15]1[CH:14]=[CH:13][C:12]([O:11][CH:9]2[CH2:10][N:7]([CH2:6][CH2:5][C@H:2]([NH:1][C:26]([NH:27][C:28]3[N:29]([CH3:36])[N:30]=[C:31]([CH:33]4[CH2:34][CH2:35]4)[CH:32]=3)=[O:25])[CH2:3][OH:4])[CH2:8]2)=[CH:17][CH:16]=1. Reported procedure: A solution of (S)-2-amino-4-[3-(4-chloro-phenoxy)-azetidin-1-yl]-butan-1-ol (0.158 g, 0.58 mmol) and (5-Cyclopropyl-2-methyl-2H-pyrazol-3-yl)-carbamic acid phenyl ester (0.150 g, 0.58 mmol) in DMSO (3 ml) is stirred at ambient temperature for 6 hours, then partitioned between water and ethylacetate. The organic phase is washed again with water, dried over MgSO4 and evaporated. The crude product is purified by flash silica chromatography (elution with a 10:90 methanol/dichloromethane) to afford 1... Starting materials: CCO (EtOH), C1(=CC=CC=C1)OC (anisole), C(=O)(C(F)(F)F)O (TFA), C(=O)(C(F)(F)F)O (TFA), C(C)(C)(C)NS(=O)(=O)CCC1=CC(=C(C=C1)NC(=O)C=1N(C=C(N1)C#N)COCC[Si](C)(C)C)C1=CCCCC1 (4-cyano-1-(2-trimethylsilanyl-ethoxymethyl)-1H-imidazole-2-carboxylic acid [4-(2-tert-butylsulfamoyl-ethyl)-2-cyclohex-1-enyl-phenyl]-amide). Solvent: C(Cl)Cl (DCM). Conditions: time 6 hour. The product is FC(C(=O)O)(F)F.C1(=CCCCC1)C1=C(C=CC(=C1)CCS(N)(=O)=O)NC(=O)C=1NC=C(N1)C#N (4-Cyano-1H-imidazole-2-carboxylic acid [2-cyclohex-1-enyl-4-(2-sulfamoyl-ethyl)-phenyl]-amide trifluoroacetic acid salt). Yield: 11.0%. As a reaction SMILES: C([NH:5][S:6]([CH2:9][CH2:10][C:11]1[CH:16]=[CH:15][C:14]([NH:17][C:18]([C:20]2[N:21](COCC[Si](C)(C)C)[CH:22]=[C:23]([C:25]#[N:26])[N:24]=2)=[O:19])=[C:13]([C:35]2[CH2:40][CH2:39][CH2:38][CH2:37][CH:36]=2)[CH:12]=1)(=[O:8])=[O:7])(C)(C)C.CCO.C1(OC)C=CC=CC=1.[C:52]([OH:58])([C:54]([F:57])([F:56])[F:55])=[O:53]>C(Cl)Cl>[F:55][C:54]([F:57])([F:56])[C:52]([OH:58])=[O:53].[C:35]1([C:13]2[CH:12]=[C:11]([CH2:10][CH2:9][S:6](=[O:7])(=[O:8])[NH2:5])[CH:16]=[CH:15][C:14]=2[NH:17][C:18]([C:20]2[NH:21][CH:22]=[C:23]([C:25]#[N:26])[N:24]=2)=[O:19])[CH2:40][CH2:39][CH2:38][CH2:37][CH:36]=1 |f:5.6|. Procedure: To a solution of 4-cyano-1-(2-trimethylsilanyl-ethoxymethyl)-1H-imidazole-2-carboxylic acid [4-(2-tert-butylsulfamoyl-ethyl)-2-cyclohex-1-enyl-phenyl]-amide (as the prepared in previous step, 275 mg, 0.470 mmol) in DCM (5 mL), EtOH (140 μL), anisole (51 μL) and TFA (1.5 mL) were added. The resulting solution was stirred at RT for 6 h. An additional 0.35 mL of TFA was added and the resulting mixture was stirred at RT overnight. The reaction mixture was concentrated and the residue was subjected t... Starting materials: COC(CNC(=O)OCc1ccccc1)OC, C=CCBr, CC[N+](CC)(CC)Cc1ccccc1, Cc1ccccc1, [Cl-], [K+], [OH-], O. Product: C=CCN(CC(OC)OC)C(=O)OCc1ccccc1. As a reaction SMILES: [CH2:1]([c:2]1[cH:3][cH:4][cH:5][cH:6][cH:7]1)[O:8][C:9]([NH:10][CH2:11][CH:12]([O:13][CH3:14])[O:15][CH3:16])=[O:17].[CH2:20]([CH:21]=[CH2:22])[Br:23].[CH2:33]([N+:34]([CH2:35][CH3:36])([CH2:37][CH3:38])[CH2:39][c:40]1[cH:41][cH:42][cH:43][cH:44][cH:45]1)[CH3:46].[CH3:25][c:26]1[cH:27][cH:28][cH:29][cH:30][cH:31]1.[Cl-:32].[K+:19].[OH-:18].[OH2:24]>>[CH2:1]([c:2]1[cH:3][cH:4][cH:5][cH:6][cH:7]1)[O:8][C:9]([N:10]([CH2:11][CH:12]([O:13][CH3:14])[O:15][CH3:16])[CH2:22][CH:21]=[CH2:20])=[O:17]. Reactants: ClC=1C(=C(NC2=NC=NC3=CC(=C(C=C23)OC2CCN(CC2)C(CCl)=O)OC)C=CC1)F (4-(3-chloro-2-fluoroanilino)-6-[1-(chloroacetyl)piperidin-4-yloxy]-7-methoxyquinazoline), [I-].[Na+] (sodium iodide), CNC (dimethylamine). Run at time 2 hour. The product is ClC=1C(=C(NC2=NC=NC3=CC(=C(C=C23)OC2CCN(CC2)C(CN(C)C)=O)OC)C=CC1)F (4-(3-Chloro-2-fluoroanilino)-6-[1-(N,N-dimethylaminoacetyl)piperidin-4-yloxy]-7-methoxyquinazoline). RXN SMILES: [Cl:1][C:2]1[C:3]([F:32])=[C:4]([CH:29]=[CH:30][CH:31]=1)[NH:5][C:6]1[C:15]2[C:10](=[CH:11][C:12]([O:27][CH3:28])=[C:13]([O:16][CH:17]3[CH2:22][CH2:21][N:20]([C:23](=[O:26])[CH2:24]Cl)[CH2:19][CH2:18]3)[CH:14]=2)[N:9]=[CH:8][N:7]=1.[I-].[Na+].[CH3:35][NH:36][CH3:37]>>[Cl:1][C:2]1[C:3]([F:32])=[C:4]([CH:29]=[CH:30][CH:31]=1)[NH:5][C:6]1[C:15]2[C:10](=[CH:11][C:12]([O:27][CH3:28])=[C:13]([O:16][CH:17]3[CH2:22][CH2:21][N:20]([C:23](=[O:26])[CH2:24][N:36]([CH3:37])[CH3:35])[CH2:19][CH2:18]3)[CH:14]=2)[N:9]=[CH:8][N:7]=1 |f:1.2|. Reported procedure: A suspension of 4-(3-chloro-2-fluoroanilino)-6-[1-(chloroacetyl)piperidin-4-yloxy]-7-methoxyquinazoline (0.14 g) and sodium iodide (0.1 g) in an ethanolic solution of dimethylamine (33%) (10 ml) was stirred at ambient temperature for 2 hours. The mixture was evaporated under vacuum and the residue dissolved in methylene chloride and purified by column chromatography on silica eluting with increasingly polar mixtures of methylene chloride/methanol (saturated with ammonia) (100/0 to 85/15). The fr... Starting materials: FC1=CC=2C3=C(C(NC2C=C1)=O)CCC3 (8-Fluoro-1,2,3,5-tetrahydrocyclopenta[c]quinolin-4-one), [Mg] (magnesium). The product is FC1=CC=2C3C(C(NC2C=C1)=O)CCC3 (8-Fluoro-1,2,3,3a,5,9b-hexahydrocyclopenta[c]quinolin-4-one). Yield: 27.8%. Reaction SMILES: [F:1][C:2]1[CH:11]=[CH:10][C:9]2[NH:8][C:7](=[O:12])[C:6]3[CH2:13][CH2:14][CH2:15][C:5]=3[C:4]=2[CH:3]=1.[Mg]>>[F:1][C:2]1[CH:11]=[CH:10][C:9]2[NH:8][C:7](=[O:12])[CH:6]3[CH2:13][CH2:14][CH2:15][CH:5]3[C:4]=2[CH:3]=1. Reported procedure: 8-Fluoro-1,2,3,5-tetrahydrocyclopenta[c]quinolin-4-one (1.0 g, 4.9 mmol) and magnesium (1.2 g, 49.2 mmol) are reacted to form 280 mg (28%) of product analogously to Example 7.